From a dataset of the Open Reaction Database (ORD), a public repository of structured organic reaction records. describe an organic reaction: reactants, conditions, products, and yield Reactants: CC(=O)Nc1ccc(S(=O)(=O)Cl)cc1, NCCN1CCCC1, O. The product is CC(=O)Nc1ccc(S(=O)(=O)NCC[NH+]2CCCC2)cc1, [Cl-]. Reaction SMILES: [C:1]([CH3:2])(=[O:3])[NH:4][c:5]1[cH:6][cH:7][c:8]([S:11](=[O:12])(=[O:13])[Cl:14])[cH:9][cH:10]1.[NH2:15][CH2:16][CH2:17][N:18]1[CH2:19][CH2:20][CH2:21][CH2:22]1.[OH2:23]>>[C:1]([CH3:2])(=[O:3])[NH:4][c:5]1[cH:6][cH:7][c:8]([S:11](=[O:12])(=[O:13])[NH:15][CH2:16][CH2:17][NH+:18]2[CH2:19][CH2:20][CH2:21][CH2:22]2)[cH:9][cH:10]1.[Cl-:14]. Starting materials: BrC1=CC=C(S1)C1CC(=NN1C1=C(C=C(C=C1)F)F)C(C(F)(F)F)(F)F (5-(5-Bromo-thiophen-2-yl)-1-(2,4-difluoro-phenyl)-3-pentafluoroethyl-4,5-dihydro-1H-pyrazole), CSC=1C=C(C=CC1)B(O)O (3-(methylthio)phenylboronic acid), C([O-])([O-])=O.[Na+].[Na+] (sodium carbonate), C(C)O (ethanol). The reagents and catalysts are C=1C=CC(=CC1)[P](C=2C=CC=CC2)(C=3C=CC=CC3)[Pd]([P](C=4C=CC=CC4)(C=5C=CC=CC5)C=6C=CC=CC6)([P](C=7C=CC=CC7)(C=8C=CC=CC8)C=9C=CC=CC9)[P](C=1C=CC=CC1)(C=1C=CC=CC1)C=1C=CC=CC1 (Pd(PPh3)4). The solvent is COCCOC (1,2-dimethoxyethane). Reaction conditions: temperature 90 celsius, time 3 hour. Product: FC1=C(C=CC(=C1)F)N1N=C(CC1C=1SC(=CC1)C1=CC(=CC=C1)SC)C(C(F)(F)F)(F)F (1-(2,4-difluoro-phenyl)-5-{5-[3-(methylsulfanyl)-phenyl]-thiophen-2-yl}-3-pentafluoroethyl-4,5-dihydro-1H-pyrazole). Yield: 27.0%. RXN SMILES: Br[C:2]1[S:6][C:5]([CH:7]2[N:11]([C:12]3[CH:17]=[CH:16][C:15]([F:18])=[CH:14][C:13]=3[F:19])[N:10]=[C:9]([C:20]([F:26])([F:25])[C:21]([F:24])([F:23])[F:22])[CH2:8]2)=[CH:4][CH:3]=1.[CH3:27][S:28][C:29]1[CH:30]=[C:31](B(O)O)[CH:32]=[CH:33][CH:34]=1.C(=O)([O-])[O-].[Na+].[Na+].C(O)C>C1C=CC([P]([Pd]([P](C2C=CC=CC=2)(C2C=CC=CC=2)C2C=CC=CC=2)([P](C2C=CC=CC=2)(C2C=CC=CC=2)C2C=CC=CC=2)[P](C2C=CC=CC=2)(C2C=CC=CC=2)C2C=CC=CC=2)(C2C=CC=CC=2)C2C=CC=CC=2)=CC=1.COCCOC>[F:19][C:13]1[CH:14]=[C:15]([F:18])[CH:16]=[CH:17][C:12]=1[N:11]1[CH:7]([C:5]2[S:6][C:2]([C:33]3[CH:32]=[CH:31][CH:30]=[C:29]([S:28][CH3:27])[CH:34]=3)=[CH:3][CH:4]=2)[CH2:8][C:9]([C:20]([F:26])([F:25])[C:21]([F:24])([F:23])[F:22])=[N:10]1 |f:2.3.4,^1:50,52,71,90|. Procedure details: 5-(5-Bromo-thiophen-2-yl)-1-(2,4-difluoro-phenyl)-3-pentafluoroethyl-4,5-dihydro-1H-pyrazole (50.0 mg, 0.11 mmol) prepared in Step 8 of Preparation 13, 3-(methylthio)phenylboronic acid (28.0 mg, 0.17 mmol), Pd(PPh3)4 (12.5 mg, cat.) and a 2N sodium carbonate solution (500.0 uL) were added to a mixed solvent of ethanol (500.0 uL) and 1,2-dimethoxyethane (2.0 mL). The reaction mixture was stirred at 90° C. for 3 hours and then filtered through celite pad. A saturated solution of ammonium chloride ... The reactants are CI, [K+], [K+], O=C([O-])[O-], CN(C)C=O, C1COCCO1, O=Cc1ccc(-c2nnn[nH]2)cc1. Product: Cn1nnc(-c2ccc(C=O)cc2)n1. As a reaction SMILES: [CH3:20][I:21].[K+:14].[K+:15].[O-:16][C:17]([O-:18])=[O:19].[O:22]=[CH:23][N:24]([CH3:25])[CH3:26].[O:27]1[CH2:28][CH2:29][O:30][CH2:31][CH2:32]1.[nH:1]1[n:2][n:3][n:4][c:5]1-[c:6]1[cH:7][cH:8][c:9]([CH:10]=[O:11])[cH:12][cH:13]1>>[n:1]1[n:2][n:3]([CH3:17])[n:4][c:5]1-[c:6]1[cH:7][cH:8][c:9]([CH:10]=[O:11])[cH:12][cH:13]1. Reactants: CCCCc1ccc(O)cc1, COC(Cc1ccc(OCCCO)cc1)C(=O)O. Yields the product CCCCc1ccc(OCCCOc2ccc(CC(OC)C(=O)O)cc2)cc1. RXN SMILES: [CH2:19]([CH2:20][CH2:21][CH3:22])[c:23]1[cH:24][cH:25][c:26]([OH:29])[cH:27][cH:28]1.[OH:1][CH2:2][CH2:3][CH2:4][O:5][c:6]1[cH:7][cH:8][c:9]([CH2:12][CH:13]([C:14](=[O:15])[OH:16])[O:17][CH3:18])[cH:10][cH:11]1>>[O:1]([CH2:2][CH2:3][CH2:4][O:5][c:6]1[cH:7][cH:8][c:9]([CH2:12][CH:13]([C:14](=[O:15])[OH:16])[O:17][CH3:18])[cH:10][cH:11]1)[c:26]1[cH:25][cH:24][c:23]([CH2:19][CH2:20][CH2:21][CH3:22])[cH:28][cH:27]1. Reactants: OC1=C(C(=O)CCC(=O)OC)C=C(C=C1)OC (Methyl 3-(2-hydroxy-5-methoxybenzoyl)propionate), C(Br)C1CO1 (epibromohydrin), Example 1 ( ii ). The product is O1C(COC2=C(C(=O)CCC(=O)OC)C=C(C=C2)OC)C1 (methyl 3-[2-(2,3-epoxypropoxy)-5-methoxybenzoyl]propionate). As a reaction SMILES: [OH:1][C:2]1[CH:15]=[CH:14][C:13]([O:16][CH3:17])=[CH:12][C:3]=1[C:4]([CH2:6][CH2:7][C:8]([O:10][CH3:11])=[O:9])=[O:5].[CH2:18]([CH:20]1[O:22][CH2:21]1)Br>>[O:22]1[CH2:21][CH:20]1[CH2:18][O:1][C:2]1[CH:15]=[CH:14][C:13]([O:16][CH3:17])=[CH:12][C:3]=1[C:4]([CH2:6][CH2:7][C:8]([O:10][CH3:11])=[O:9])=[O:5]. Reported procedure: Methyl 3-(2-hydroxy-5-methoxybenzoyl)propionate was reacted with epibromohydrin in a similar manner to that described in Example 1 (ii) to give methyl 3-[2-(2,3-epoxypropoxy)-5-methoxybenzoyl]propionate which, recrystallised from ether-petroleum ether (b.p. 60°-80°), had m.p. 50° - 51.5° C). (Found: C, 60.91; H, 6.07; C15H18O6 requires: C, 61.21; H, 6.17%).